Dataset: the Open Reaction Database (ORD), a public repository of structured organic reaction records. Task: describe an organic reaction: reactants, conditions, products, and yield Starting materials: C1CCOC1, COC(=O)C(C)(C)c1cn2c(=O)n(C(C)(C)C)nc2c(Cl)n1, CC(C)N, O. Product: COC(=O)C(C)(C)c1cn2c(=O)n(C(C)(C)C)nc2c(NC(C)C)n1. As a reaction SMILES: [CH2:27]1[O:28][CH2:29][CH2:30][CH2:31]1.[CH3:1][O:2][C:3]([C:4]([CH3:5])([CH3:6])[c:7]1[n:8][c:9]([Cl:21])[c:10]2[n:11]([cH:12]1)[c:13](=[O:20])[n:14]([C:16]([CH3:17])([CH3:18])[CH3:19])[n:15]2)=[O:22].[CH3:23][CH:24]([CH3:25])[NH2:26].[OH2:32]>>[CH3:1][O:2][C:3]([C:4]([CH3:5])([CH3:6])[c:7]1[n:8][c:9]([NH:26][CH:24]([CH3:23])[CH3:25])[c:10]2[n:11]([cH:12]1)[c:13](=[O:20])[n:14]([C:16]([CH3:17])([CH3:18])[CH3:19])[n:15]2)=[O:22]. Starting materials: CO, Cl, CC(C)(C)OC(=O)N1CC(O)(C2C(=O)N(Cc3ccccc3)CC(=O)N2Cc2ccccc2)C1, C1COCCO1. Yields the product O=C1C(C2(O)CNC2)N(Cc2ccccc2)C(=O)CN1Cc1ccccc1. As a reaction SMILES: [CH3:42][OH:43].[ClH:35].[O:1]=[C:2]1[CH:3]([C:23]2([OH:34])[CH2:24][N:25]([C:27]([O:28][C:29]([CH3:30])([CH3:31])[CH3:32])=[O:33])[CH2:26]2)[N:4]([CH2:16][c:17]2[cH:18][cH:19][cH:20][cH:21][cH:22]2)[C:5](=[O:15])[CH2:6][N:7]1[CH2:8][c:9]1[cH:10][cH:11][cH:12][cH:13][cH:14]1.[O:36]1[CH2:37][CH2:38][O:39][CH2:40][CH2:41]1>>[O:1]=[C:2]1[CH:3]([C:23]2([OH:34])[CH2:24][NH:25][CH2:26]2)[N:4]([CH2:16][c:17]2[cH:18][cH:19][cH:20][cH:21][cH:22]2)[C:5](=[O:15])[CH2:6][N:7]1[CH2:8][c:9]1[cH:10][cH:11][cH:12][cH:13][cH:14]1.